Dataset: the Open Reaction Database (ORD), a public repository of structured organic reaction records. Task: describe an organic reaction: reactants, conditions, products, and yield The reactants are CC1(C)OCC(CO)O1, C1CCOC1, O=C1c2ccccc2C(=O)N1O, c1ccc(P(c2ccccc2)c2ccccc2)cc1. Yields the product CC1(C)OCC(CON2C(=O)c3ccccc3C2=O)O1. As a reaction SMILES: [CH3:1][C:2]1([CH3:9])[O:3][CH2:4][CH:5]([CH2:7][OH:8])[O:6]1.[O:41]1[CH2:42][CH2:43][CH2:44][CH2:45]1.[OH:29][N:30]1[C:31](=[O:40])[c:32]2[c:33]([cH:36][cH:37][cH:38][cH:39]2)[C:34]1=[O:35].[c:10]1([P:11]([c:12]2[cH:13][cH:14][cH:15][cH:16][cH:17]2)[c:18]2[cH:19][cH:20][cH:21][cH:22][cH:23]2)[cH:24][cH:25][cH:26][cH:27][cH:28]1>>[CH3:1][C:2]1([CH3:9])[O:3][CH2:4][CH:5]([CH2:7][O:8][N:30]2[C:31](=[O:40])[c:32]3[c:33]([cH:36][cH:37][cH:38][cH:39]3)[C:34]2=[O:35])[O:6]1.